This data is from the Open Reaction Database (ORD), a public repository of structured organic reaction records. The task is: describe an organic reaction: reactants, conditions, products, and yield Reactants: C(C1=CC=CC=C1)OC(=O)N1CCC(CC1)CCCCC(C(=O)OCC)O (ethyl 6-(1-benzyloxycarbonyl-4-piperidyl)-2-hydroxyhexanoate), CS(=O)(=O)Cl (methanesulfonyl chloride), O (water). The solvent is N1=CC=CC=C1 (pyridine). Conditions: time 1 hour. The product is C(C1=CC=CC=C1)OC(=O)N1CCC(CC1)CCCCC(C(=O)OCC)OS(=O)(=O)C (ethyl 6-(1-benzyloxycarbonyl-4-piperidyl)-2-methanesulfonyloxyhexanoate). The yield is 91.1%. Reaction SMILES: [CH2:1]([O:8][C:9]([N:11]1[CH2:16][CH2:15][CH:14]([CH2:17][CH2:18][CH2:19][CH2:20][CH:21]([OH:27])[C:22]([O:24][CH2:25][CH3:26])=[O:23])[CH2:13][CH2:12]1)=[O:10])[C:2]1[CH:7]=[CH:6][CH:5]=[CH:4][CH:3]=1.[CH3:28][S:29](Cl)(=[O:31])=[O:30].O>N1C=CC=CC=1>[CH2:1]([O:8][C:9]([N:11]1[CH2:16][CH2:15][CH:14]([CH2:17][CH2:18][CH2:19][CH2:20][CH:21]([O:27][S:29]([CH3:28])(=[O:31])=[O:30])[C:22]([O:24][CH2:25][CH3:26])=[O:23])[CH2:13][CH2:12]1)=[O:10])[C:2]1[CH:3]=[CH:4][CH:5]=[CH:6][CH:7]=1. Procedure: To a stirred solution of ethyl 6-(1-benzyloxycarbonyl-4-piperidyl)-2-hydroxyhexanoate (1.0 g) in pyridine (10 ml) is added dropwise methanesulfonyl chloride (0.92 g) at ice-bath temperature. After stirring for 1 hour at ice-bath temperature, the mixture is stirred for 30 minutes at room temperature, and then cooled. After addition of water (1 ml), the mixture is stirred for 30 minutes at ice-bath temperature, and ice bath is removed. The mixture is stirred for 30 minutes at room temperature, dil... The reactants are FC(C1=CC2=C(OC3=C(CN2C(=O)NN)C=CC=C3)C=C1)(F)F (8-trifluoromethyl-10,11-dihydrodibenz[b,f][1,4]oxazepine-10-carboxylic acid hydrazide), C([O-])([O-])=O.[Na+].[Na+] (sodium carbonate), C(CCCCCCC)(=O)Cl (octanoyl chloride). The product is C(CCCCCCC)(=O)NNC(=O)N1C2=C(OC3=C(C1)C=CC=C3)C=CC(=C2)C(F)(F)F (1-octanoyl-2-(8-trifluoromethyl-10,11-dihydrodibenz[b,f][1,4]oxazepine-10-carbonyl)hydrazine). Reaction SMILES: [F:1][C:2]([F:23])([F:22])[C:3]1[CH:21]=[CH:20][C:6]2[O:7][C:8]3[CH:19]=[CH:18][CH:17]=[CH:16][C:9]=3[CH2:10][N:11]([C:12]([NH:14][NH2:15])=[O:13])[C:5]=2[CH:4]=1.C(=O)([O-])[O-].[Na+].[Na+].[C:30](Cl)(=[O:38])[CH2:31][CH2:32][CH2:33][CH2:34][CH2:35][CH2:36][CH3:37]>>[C:30]([NH:15][NH:14][C:12]([N:11]1[CH2:10][C:9]2[CH:16]=[CH:17][CH:18]=[CH:19][C:8]=2[O:7][C:6]2[CH:20]=[CH:21][C:3]([C:2]([F:1])([F:22])[F:23])=[CH:4][C:5]1=2)=[O:13])(=[O:38])[CH2:31][CH2:32][CH2:33][CH2:34][CH2:35][CH2:36][CH3:37] |f:1.2.3|. Procedure: By substituting equivalent quantities of 8-trifluoromethyl-10,11-dihydrodibenz[b,f][1,4]oxazepine-10-carboxylic acid hydrazide, sodium carbonate and octanoyl chloride in the procedure of Example 1, there is obtained 1-octanoyl-2-(8-trifluoromethyl-10,11-dihydrodibenz[b,f][1,4]oxazepine-10-carbonyl)hydrazine, which melts at about 97°-100° and is represented by the following structural formula ##SPC4## Reactants: BrC1=CN=C2N1C=CN=C2 (3-bromoimidazo[1,2-a]pyrazine), Pd(FPh3)4, [F-].[Cs+] (cesium fluoride), C(C)(C)(C)OC(=O)N(C(=O)OC(C)(C)C)C=1N=CC=C2C1OC(=C2)[Sn](C)(C)C (di-tert-butyl[2-(trimethylstannanyl)furo[2,3-c]pyridin-7-yl]imidodicarbonate). The solvent is O1CCOCC1 (1,4-dioxane). Conditions: temperature 100 celsius, time 2 hour. Yields the product N=1C=C(N2C1C=NC=C2)C2=CC=1C(=C(N=CC1)N)O2 (2-(imidazo[1,2-a]pyrazin-3-yl)furo[2,3-c]pyridin-7-amine). The yield is 49.2%. As a reaction SMILES: C(OC([N:8]([C:16]1[N:17]=[CH:18][CH:19]=[C:20]2[CH:24]=[C:23]([Sn](C)(C)C)[O:22][C:21]=12)C(OC(C)(C)C)=O)=O)(C)(C)C.Br[C:30]1[N:34]2[CH:35]=[CH:36][N:37]=[CH:38][C:33]2=[N:32][CH:31]=1.[F-].[Cs+]>O1CCOCC1>[N:32]1[CH:31]=[C:30]([C:23]2[O:22][C:21]3=[C:16]([NH2:8])[N:17]=[CH:18][CH:19]=[C:20]3[CH:24]=2)[N:34]2[CH:35]=[CH:36][N:37]=[CH:38][C:33]=12 |f:2.3|. Reported procedure: A mixture of di-tert-butyl[2-(trimethylstannanyl)furo[2,3-c]pyridin-7-yl]imidodicarbonate (0.0994 g, 0.200 mmol) in 1,4-dioxane (1.5 mL) was degassed with nitrogen for 10 min. To this mixture was added 3-bromoimidazo[1,2-a]pyrazine (0.033 g, 0.17 mmol), Pd(FPh3)4 (0.0192 g, 0.0167 mmol) and cesium fluoride (0.0850 g, 0.560 mmol). The temperature was raised to 100° C. and the mixture was heated for 16 h. Following removal of solvent, the residue was purified by ISCO chromatography (0 to 10% metha...